From a dataset of the Open Reaction Database (ORD), a public repository of structured organic reaction records. describe an organic reaction: reactants, conditions, products, and yield Starting materials: C(=O)C=1C=C(C=C(C1OC)C1=CC(=CC=C1)NC(=O)N)S(=O)(=O)N (5-formyl-6-methoxy-3′-ureido-biphenyl-3-sulfonamide), N1=CC(=CC=C1)CCC(=O)Cl (3-pyridin-3-ylpropanoyl chloride). The product is C(=O)C=1C=C(C=C(C1OC)C1=CC(=CC=C1)NC(=O)N)S(=O)(=O)NC(CCC=1C=NC=CC1)=O (5-formyl-6-methoxy-N-(3-pyridin-3-ylpropanoyl)-3′-ureido-biphenyl-3-sulfonamide). Reaction SMILES: [CH:1]([C:3]1[CH:4]=[C:5]([S:21]([NH2:24])(=[O:23])=[O:22])[CH:6]=[C:7]([C:11]2[CH:16]=[CH:15][CH:14]=[C:13]([NH:17][C:18]([NH2:20])=[O:19])[CH:12]=2)[C:8]=1[O:9][CH3:10])=[O:2].[N:25]1[CH:30]=[CH:29][CH:28]=[C:27]([CH2:31][CH2:32][C:33](Cl)=[O:34])[CH:26]=1>>[CH:1]([C:3]1[CH:4]=[C:5]([S:21]([NH:24][C:33](=[O:34])[CH2:32][CH2:31][C:27]2[CH:26]=[N:25][CH:30]=[CH:29][CH:28]=2)(=[O:23])=[O:22])[CH:6]=[C:7]([C:11]2[CH:16]=[CH:15][CH:14]=[C:13]([NH:17][C:18]([NH2:20])=[O:19])[CH:12]=2)[C:8]=1[O:9][CH3:10])=[O:2]. Reported procedure: Proceeding as in Reference 21, but substituting 5-formyl-6-methoxy-3′-ureido-biphenyl-3-sulfonamide and 3-pyridin-3-ylpropanoyl chloride, gave 5-formyl-6-methoxy-N-(3-pyridin-3-ylpropanoyl)-3′-ureido-biphenyl-3-sulfonamide.